Dataset: the Open Reaction Database (ORD), a public repository of structured organic reaction records. Task: describe an organic reaction: reactants, conditions, products, and yield Reaction SMILES: [CH2:1]([CH2:2][CH2:3][CH2:4][CH2:5][CH3:6])[c:7]1[s:8][c:9](-[c:12]2[cH:13][c:14]3[cH:15][cH:16][c:17]([OH:22])[cH:18][c:19]3[cH:20][cH:21]2)[n:10][n:11]1.[CH2:25]([CH2:26][CH2:27][CH2:28][CH2:29][CH3:30])[I:31].[CH2:32]([OH:33])[CH2:34][CH2:35][CH3:36].[K+:24].[OH-:23]>>[CH2:1]([CH2:2][CH2:3][CH2:4][CH2:5][CH3:6])[c:7]1[s:8][c:9](-[c:12]2[cH:13][c:14]3[cH:15][cH:16][c:17]([O:22][CH2:25][CH2:26][CH2:27][CH2:28][CH2:29][CH3:30])[cH:18][c:19]3[cH:20][cH:21]2)[n:10][n:11]1. Reactants: CCCCCCc1nnc(-c2ccc3cc(O)ccc3c2)s1, CCCCCCI, CCCCO, [K+], [OH-]. Yields the product CCCCCCOc1ccc2cc(-c3nnc(CCCCCC)s3)ccc2c1. Starting materials: BrCCN1C(C2(N(C(C=3NC4=CC=C(C=C4C3C2)OC)C2=CC(=CC=C2)O)C1=O)C)=O ((3aSR,10RS)-2-(2-Bromo-ethyl)-10-(3-hydroxy-phenyl)-6-methoxy-3a-methyl-3a,4,9,10-tetrahydro-2,9,10a-triaza-cyclopenta[b]fluorene-1,3-dione), C([O-])([O-])=O.[Na+].[Na+] (sodium carbonate), solution, CN (methyl amine), C(C)#N (acetonitrile), O (Water). Solvent: O1CCCC1 (tetrahydrofurane). Run at temperature 140 celsius. Product: N (ammonia), C(C)(C)OC(C)C (diisopropylether), OC=1C=C(C=CC1)C1N2C(CC=3C4=CC(=CC=C4NC13)OC)(C(N(C2=O)CCNC)=O)C ((3aSR,10RS)-10-(3-Hydroxy-phenyl)-6-methoxy-3a-methyl-2-(2-methylamino-ethyl)-3a,4,9,10-tetrahydro-2,9,10a-triaza-cyclopenta[b]fluorene-1,3-dione). As a reaction SMILES: Br[CH2:2][CH2:3][N:4]1[C:28](=[O:29])[N:7]2[CH:8]([C:21]3[CH:26]=[CH:25][CH:24]=[C:23]([OH:27])[CH:22]=3)[C:9]3[NH:10][C:11]4[C:16]([C:17]=3[CH2:18][C:6]2([CH3:30])[C:5]1=[O:31])=[CH:15][C:14]([O:19][CH3:20])=[CH:13][CH:12]=4.[C:32](=O)([O-])[O-].[Na+].[Na+].CN.O.[C:41](#[N:43])[CH3:42]>O1CCCC1>[NH3:4].[CH:14]([O:19][CH:41]([CH3:42])[CH3:32])([CH3:15])[CH3:13].[OH:27][C:23]1[CH:22]=[C:21]([CH:8]2[C:9]3[NH:10][C:11]4[C:16](=[CH:15][C:14]([O:19][CH3:20])=[CH:13][CH:12]=4)[C:17]=3[CH2:18][C:6]3([CH3:30])[C:5](=[O:31])[N:4]([CH2:3][CH2:2][NH:43][CH3:41])[C:28](=[O:29])[N:7]23)[CH:26]=[CH:25][CH:24]=1 |f:1.2.3|. Procedure: To a solution of 150 mg (3aSR,10RS)-2-(2-Bromo-ethyl)-10-(3-hydroxy-phenyl)-6-methoxy-3a-methyl-3a,4,9,10-tetrahydro-2,9,10a-triaza-cyclopenta[b]fluorene-1,3-dione (example 24) in 5 ml acetonitrile are added 66 mg sodium carbonate and 920 μl of a 2 M solution of methyl amine in tetrahydrofurane. The mixture is heated in a sealed tube to 140° C. for 3 h using a microwave reactor. Water is added and the mixture is extracted with ethyl acetate. The organic layer is dried with magnesium sulfate. The... The reactants are Compound II, ClC1=CC=C(CNC(NOCC(=O)O)=O)C=C1 (2-(3-(4-chlorobenzyl)ureidooxy)acetic acid), N[C@H](C(=O)N(CC1=CC=CC2=CC=CC=C12)[C@H](C(OCC)OCC)C)CC(=O)NC(C1=CC=CC=C1)(C1=CC=CC=C1)C1=CC=CC=C1 ((S)-2-amino-N1—((S)-1,1-diethoxypropan-2-yl)-N1-(naphthalen-1-ylmethyl)-N4-tritylsuccinamide). The product is ClC1=CC=C(CNC(=O)NOCC(=O)N[C@H](C(=O)N(CC2=CC=CC3=CC=CC=C23)[C@H](C(OCC)OCC)C)CC(NC(C2=CC=CC=C2)(C2=CC=CC=C2)C2=CC=CC=C2)=O)C=C1 (1-(4-chlorobenzyl)-3-(2-((S)-1-(((S)-1,1-diethoxypropan-2-yl)(naphthalen-1-ylmethyl)amino)-1,4-dioxo-4-(tritylamino)butan-2-ylamino)-2-oxoethoxy)urea). As a reaction SMILES: [Cl:1][C:2]1[CH:17]=[CH:16][C:5]([CH2:6][NH:7][C:8](=[O:15])[NH:9][O:10][CH2:11][C:12]([OH:14])=O)=[CH:4][CH:3]=1.[NH2:18][C@@H:19]([CH2:43][C:44]([NH:46][C:47]([C:60]1[CH:65]=[CH:64][CH:63]=[CH:62][CH:61]=1)([C:54]1[CH:59]=[CH:58][CH:57]=[CH:56][CH:55]=1)[C:48]1[CH:53]=[CH:52][CH:51]=[CH:50][CH:49]=1)=[O:45])[C:20]([N:22]([C@@H:34]([CH3:42])[CH:35]([O:39][CH2:40][CH3:41])[O:36][CH2:37][CH3:38])[CH2:23][C:24]1[C:33]2[C:28](=[CH:29][CH:30]=[CH:31][CH:32]=2)[CH:27]=[CH:26][CH:25]=1)=[O:21]>>[Cl:1][C:2]1[CH:3]=[CH:4][C:5]([CH2:6][NH:7][C:8]([NH:9][O:10][CH2:11][C:12]([NH:18][C@@H:19]([CH2:43][C:44](=[O:45])[NH:46][C:47]([C:48]2[CH:49]=[CH:50][CH:51]=[CH:52][CH:53]=2)([C:54]2[CH:55]=[CH:56][CH:57]=[CH:58][CH:59]=2)[C:60]2[CH:61]=[CH:62][CH:63]=[CH:64][CH:65]=2)[C:20]([N:22]([C@@H:34]([CH3:42])[CH:35]([O:36][CH2:37][CH3:38])[O:39][CH2:40][CH3:41])[CH2:23][C:24]2[C:33]3[C:28](=[CH:29][CH:30]=[CH:31][CH:32]=3)[CH:27]=[CH:26][CH:25]=2)=[O:21])=[O:14])=[O:15])=[CH:16][CH:17]=1. Reported procedure: According to the procedure described in the synthesis method of Compound II-15, 2-(3-(4-chlorobenzyl)ureidooxy)acetic acid (Compound VI-11) 60 mg (0.23 mmol) was coupled with (S)-2-amino-N1—((S)-1,1-diethoxypropan-2-yl)-N1-(naphthalen-1-ylmethyl)-N4-tritylsuccinamide (Compound IV-19) 100 mg (0.16 mmol) to obtain the title compound.